From a dataset of the Open Reaction Database (ORD), a public repository of structured organic reaction records. describe an organic reaction: reactants, conditions, products, and yield The reactants are C(C)(=O)NC(CC=1C2=C(SC1)C=CC=C2)C(CCC2=CC(=CC(=C2)C(F)(F)F)C(F)(F)F)=O (2-Acetamido-1-(3-benzo[b]thienyl)-5-(3,5-bistrifluoromethylphenyl)-3-pentanone), [BH4-].[Na+] (sodium borohydride). The product is C(C)(=O)NC(CC=1C2=C(SC1)C=CC=C2)C(CCC2=CC(=CC(=C2)C(F)(F)F)C(F)(F)F)O (2-Acetamido-1-(3-benzo[b]thienyl)-5-(3,5-bistrifluoromethylphenyl)-3-pentanol), solid. RXN SMILES: [C:1]([NH:4][CH:5]([C:16](=[O:33])[CH2:17][CH2:18][C:19]1[CH:24]=[C:23]([C:25]([F:28])([F:27])[F:26])[CH:22]=[C:21]([C:29]([F:32])([F:31])[F:30])[CH:20]=1)[CH2:6][C:7]1[C:8]2[CH:15]=[CH:14][CH:13]=[CH:12][C:9]=2[S:10][CH:11]=1)(=[O:3])[CH3:2].[BH4-].[Na+]>>[C:1]([NH:4][CH:5]([CH:16]([OH:33])[CH2:17][CH2:18][C:19]1[CH:24]=[C:23]([C:25]([F:27])([F:28])[F:26])[CH:22]=[C:21]([C:29]([F:30])([F:31])[F:32])[CH:20]=1)[CH2:6][C:7]1[C:8]2[CH:15]=[CH:14][CH:13]=[CH:12][C:9]=2[S:10][CH:11]=1)(=[O:3])[CH3:2] |f:1.2|. Procedure details: The compound of Example 4 (1.1 g) was treated with sodium borohydride (100 mg) in the same manner as Example 2 to yield the title compound isomer A as a white solid (0.23 g), mp=70°-71° C.; found: C, 56.43; H, 4.22; N, 2.77; C23H21F6NO2S requires C, 56.44; H, 4.32; N, 2.86%. Starting materials: C(C)(=O)N1CCC(CC1)=O (1-acetyl-piperidin-4-one), NO (hydroxylamine). The product is C(C)(=O)N1CCC(CC1)=NO (1-Acetyl-piperidin-4-one oxime). RXN SMILES: [C:1]([N:4]1[CH2:9][CH2:8][C:7](=O)[CH2:6][CH2:5]1)(=[O:3])[CH3:2].[NH2:11][OH:12]>>[C:1]([N:4]1[CH2:9][CH2:8][C:7](=[N:11][OH:12])[CH2:6][CH2:5]1)(=[O:3])[CH3:2]. Procedure: 1-Acetyl-piperidin-4-one oxime was prepared from 1-acetyl-piperidin-4-one and hydroxylamine using conditions of General Method 1. 1H NMR (400 MHz, DMSO-d6) δ 10.48 (1H, d, 3.2 Hz), 3.43-3.56 (4H, m), 2.48-2.56 (1H, m), 2.42 (1H, t, 6.2 Hz), 2.29-2.34 (1H, m), 2.17-2.26 (1H, m), 2.03 (3H, d, 4.2 Hz).